From a dataset of the Open Reaction Database (ORD), a public repository of structured organic reaction records. describe an organic reaction: reactants, conditions, products, and yield The reactants are Aluminium triisopropyl oxide, O (water), [Si](C)(C)(C(C)(C)C)O[C@@H]1[C@H]([C@@H](CCCC(C)C)C)[C@]2(CC[C@@H]3[C@]4(CC[C@@H](CC4=CC[C@H]3[C@@H]2C1)O)C)C (16β-(tert-butyldimethylsilyloxy)cholest-5-en-3β-ol), CN1C(CCCC1)=O (1-methylpiperidone). Run in C1(=CC=CC=C1)C (toluene), C1(=CC=CC=C1)C (toluene), C1(=CC=CC=C1)C (toluene). Product: [Si](C)(C)(C(C)(C)C)O[C@@H]1[C@H]([C@@H](CCCC(C)C)C)[C@]2(CC[C@@H]3[C@]4(CCC(C=C4CC[C@H]3[C@@H]2C1)=O)C)C (16β-(tert-butyldimethylsilyloxy)cholest-4-en-3-one). Isolated yield 87.4%. Reaction SMILES: [Si:1]([O:8][C@H:9]1[CH2:33][C@@H:32]2[C@:19]([CH3:36])([CH2:20][CH2:21][C@H:22]3[C@H:31]2[CH2:30][CH:29]=[C:28]2[C@:23]3([CH3:35])[CH2:24][CH2:25][C@H:26]([OH:34])[CH2:27]2)[C@H:10]1[C@H:11]([CH3:18])[CH2:12][CH2:13][CH2:14][CH:15]([CH3:17])[CH3:16])([C:4]([CH3:7])([CH3:6])[CH3:5])([CH3:3])[CH3:2].CN1CCCCC1=O.O>C1(C)C=CC=CC=1>[Si:1]([O:8][C@H:9]1[CH2:33][C@@H:32]2[C@:19]([CH3:36])([CH2:20][CH2:21][C@H:22]3[C@H:31]2[CH2:30][CH2:29][C:28]2[C@:23]3([CH3:35])[CH2:24][CH2:25][C:26](=[O:34])[CH:27]=2)[C@H:10]1[C@H:11]([CH3:18])[CH2:12][CH2:13][CH2:14][CH:15]([CH3:17])[CH3:16])([C:4]([CH3:5])([CH3:6])[CH3:7])([CH3:2])[CH3:3]. Procedure details: A mixture of 16β-(tert-butyldimethylsilyloxy)cholest-5-en-3β-ol (6.7 g, 12 mmol) and 1-methylpiperidone (25 mL) in toluene (500 mL) was heated to reflux temperature and 50 ml toluene was distilled off. Aluminium triisopropyl oxide (9.8 g, 48 mmol) in toluene (50 mL) was then added dropwise and the whole heated at refux for 4 hours. After cooling, water (200 mL) was added and the aqueous layer separated and extracted with diethyl ether. The combined organic layers were washed with water (100 mL),... The reactants are C[Si](CCOCN(C1=C(C(=NC=2N1N=CC2C=2C=NC(=CC2)C2=CC=CC=C2)C2CCN(CC2)C(=O)OC(C)(C)C)\C=C/OCC)COCC[Si](C)(C)C)(C)C ((Z)-tert-butyl 4-(7-(bis((2-(trimethylsilyl)ethoxy)methyl)amino)-6-(2-ethoxyvinyl)-3-(6-phenylpyridin-3-yl)pyrazolo[1,5-a]pyrimidin-5-yl)piperidine-1-carboxylate), C(=O)(C(F)(F)F)O.O (TFA water). Reaction conditions: time 8 hour. Yields the product C1(=CC=CC=C1)C1=CC=C(C=N1)C=1C=NN2C1N=C(C1=C2NC=C1)C1CCNCC1 (3-(6-phenylpyridin-3-yl)-5-(piperidin-4-yl)-8H-pyrazolo[1,5-a]pyrrolo[3,2-e]pyrimidine), C(=O)(C(F)(F)F)O (TFA). RXN SMILES: C[Si](C)(C)CCOC[N:7]([CH2:47]OCC[Si](C)(C)C)[C:8]1[N:13]2[N:14]=[CH:15][C:16]([C:17]3[CH:18]=[N:19][C:20]([C:23]4[CH:28]=[CH:27][CH:26]=[CH:25][CH:24]=4)=[CH:21][CH:22]=3)=[C:12]2[N:11]=[C:10]([CH:29]2[CH2:34][CH2:33][N:32](C(OC(C)(C)C)=O)[CH2:31][CH2:30]2)[C:9]=1/[CH:42]=C\OCC.[C:57]([OH:63])([C:59]([F:62])([F:61])[F:60])=[O:58].O>>[C:23]1([C:20]2[N:19]=[CH:18][C:17]([C:16]3[CH:15]=[N:14][N:13]4[C:8]5[NH:7][CH:47]=[CH:42][C:9]=5[C:10]([CH:29]5[CH2:34][CH2:33][NH:32][CH2:31][CH2:30]5)=[N:11][C:12]=34)=[CH:22][CH:21]=2)[CH:24]=[CH:25][CH:26]=[CH:27][CH:28]=1.[C:57]([OH:63])([C:59]([F:62])([F:61])[F:60])=[O:58] |f:1.2|. Reported procedure: (Z)-tert-butyl 4-(7-(bis((2-(trimethylsilyl)ethoxy)methyl)amino)-6-(2-ethoxyvinyl)-3-(6-phenylpyridin-3-yl)pyrazolo[1,5-a]pyrimidin-5-yl)piperidine-1-carboxylate (Int-15a, 330 mg) was treated with TFA/water (1:1, 4 mL), stirred overnight, concentrated and lyophilized to provide the title compound as a TFA salt Reactants: ice, ClC=1C=C(C=CC1)[C@H]1CC(C(N([C@@H]1C1=CC=C(C=C1)Cl)CC1CC1)=O)(CCN1CCOCC1)CCO ((5R,6S)-5-(3-chlorophenyl)-6-(4-chlorophenyl)-1-(cyclopropylmethyl)-3-(2-hydroxyethyl)-3-(2-morpholinoethyl)piperidin-2-one), S(O)(O)(=O)=O (sulfuric acid), CC(=O)C.OS(=O)(=O)O.O=[Cr](=O)=O (Jones reagent). The reagents and catalysts are [O-2].[Cr+6].[O-2].[O-2] (chromium(VI) oxide). Solvent: O (water), CC(=O)C (acetone), O (water). Run at temperature 55 celsius, time 30 minute. Yields the product ClC=1C=C(C=CC1)[C@H]1C[C@](C(N([C@@H]1C1=CC=C(C=C1)Cl)CC1CC1)=O)(CCN1CCOCC1)CC(=O)O (2-((3S,5R,6S)-5-(3-chlorophenyl)-6-(4-chlorophenyl)-1-(cyclopropylmethyl)-3-(2-morpholinoethyl)-2-oxopiperidin-3-yl)acetic acid). As a reaction SMILES: S(=O)(=O)(O)O.CC(C)=[O:8].OS(O)(=O)=O.O=[Cr](=O)=O.[Cl:19][C:20]1[CH:21]=[C:22]([C@@H:26]2[C@@H:31]([C:32]3[CH:37]=[CH:36][C:35]([Cl:38])=[CH:34][CH:33]=3)[N:30]([CH2:39][CH:40]3[CH2:42][CH2:41]3)[C:29](=[O:43])[C:28]([CH2:52][CH2:53][OH:54])([CH2:44][CH2:45][N:46]3[CH2:51][CH2:50][O:49][CH2:48][CH2:47]3)[CH2:27]2)[CH:23]=[CH:24][CH:25]=1>O.CC(C)=O.[O-2].[Cr+6].[O-2].[O-2]>[Cl:19][C:20]1[CH:21]=[C:22]([C@@H:26]2[C@@H:31]([C:32]3[CH:33]=[CH:34][C:35]([Cl:38])=[CH:36][CH:37]=3)[N:30]([CH2:39][CH:40]3[CH2:42][CH2:41]3)[C:29](=[O:43])[C@:28]([CH2:52][C:53]([OH:8])=[O:54])([CH2:44][CH2:45][N:46]3[CH2:47][CH2:48][O:49][CH2:50][CH2:51]3)[CH2:27]2)[CH:23]=[CH:24][CH:25]=1 |f:1.2.3,7.8.9.10|. Reported procedure: An ice-cooled solution of 403 mg (4.03 mmol) of chromium(VI) oxide in water (1 mL) was treated with 343 μL (6.44 mmol) of sulfuric acid via syringe. The solution was diluted with additional water (1 mL) and stored at 0° C. at prior to use. In a separate flask, (5R,6S)-5-(3-chlorophenyl)-6-(4-chlorophenyl)-1-(cyclopropylmethyl)-3-(2-hydroxyethyl)-3-(2-morpholinoethyl)piperidin-2-one (Example 70, Step A, mixture of diastereomers) was dissolved in acetone (5 mL) and then treated with Jones reagent ... Reactants: C(=O)(O)[C@@H]1NC2=CC(=CC(=C2[C@H](C1)NC(=O)C1=CC(=CC=C1)CNC(=O)OC(C)(C)C)Cl)Cl (trans-2-carboxy-5,7-dichloro-4-(3-tert-butyloxycarbonylaminomethylphenyl)carbonylamino-1,2,3,4-tetrahydroquinoline), Cl (hydrogen chloride). Run in C(C)(=O)OCC (ethyl acetate), C(C)(=O)OCC (ethyl acetate). Reaction conditions: time 6 hour. Yields the product Cl.C(=O)(O)[C@@H]1NC2=CC(=CC(=C2[C@H](C1)NC(=O)C1=CC(=CC=C1)CN)Cl)Cl (Trans-2-carboxy-5,7-dichloro-4-(3-aminomethylphenyl)carbonylamino-1,2,3,4-tetrahydroquinoline hydrochloride). The yield is 124.2%. As a reaction SMILES: [C:1]([C@H:4]1[CH2:13][C@H:12]([NH:14][C:15]([C:17]2[CH:22]=[CH:21][CH:20]=[C:19]([CH2:23][NH:24]C(OC(C)(C)C)=O)[CH:18]=2)=[O:16])[C:11]2[C:6](=[CH:7][C:8]([Cl:33])=[CH:9][C:10]=2[Cl:32])[NH:5]1)([OH:3])=[O:2].Cl>C(OCC)(=O)C>[ClH:32].[C:1]([C@H:4]1[CH2:13][C@H:12]([NH:14][C:15]([C:17]2[CH:22]=[CH:21][CH:20]=[C:19]([CH2:23][NH2:24])[CH:18]=2)=[O:16])[C:11]2[C:6](=[CH:7][C:8]([Cl:33])=[CH:9][C:10]=2[Cl:32])[NH:5]1)([OH:3])=[O:2] |f:3.4|. Procedure details: To a solution of trans-2-carboxy-5,7-dichloro-4-(3-tert-butyloxycarbonylaminomethylphenyl)carbonylamino-1,2,3,4-tetrahydroquinoline (85 mg) in ethyl acetate (20 ml) was added 25 ml of ethyl acetate saturated with hydrogen chloride gas and the mixture was stirred in a stoppered flask for 6 h. The ethyl acetate and excess hydrogen chloride were removed in vacuo and the solid residue was recrystallised from ethyl acetate/methanol to give the title compound as colourless crystals (46 mg), m.p. 199°-... Starting materials: Cc1ccccc1, CCOC(C)=O, Cl, Fc1ccc2sccc2c1. The product is Fc1ccc2scc(CCl)c2c1. Reaction SMILES: [CH3:11][c:12]1[cH:13][cH:14][cH:15][cH:16][cH:17]1.[CH3:19][CH2:20][O:21][C:22](=[O:23])[CH3:24].[ClH:18].[F:1][c:2]1[cH:3][c:4]2[c:5]([s:6][cH:7][cH:8]2)[cH:9][cH:10]1>>[F:1][c:2]1[cH:3][c:4]2[c:5]([s:6][cH:7][c:8]2[CH2:11][Cl:18])[cH:9][cH:10]1. Reaction SMILES: [CH3:25][N:26]([CH3:27])[CH:28]=[O:29].[CH3:30][CH2:31][O:32][CH2:33][CH3:34].[CH:3]1([c:8]2[nH:9][c:10]3[c:11]([n:12]2)[c:13]([O:21][CH3:22])[cH:14][cH:15][c:16]3[C:17](=[O:18])[O:19][CH3:20])[CH2:4][CH2:5][CH2:6][CH2:7]1.[H-:1].[I:23][CH3:24].[Na+:2]>>[CH:3]1([c:8]2[n:9][c:10]3[c:11]([n:12]2[CH3:24])[c:13]([O:21][CH3:22])[cH:14][cH:15][c:16]3[C:17](=[O:18])[O:19][CH3:20])[CH2:4][CH2:5][CH2:6][CH2:7]1. Reactants: CN(C)C=O, CCOCC, COC(=O)c1ccc(OC)c2nc(C3CCCC3)[nH]c12, [H-], CI, [Na+]. Yields the product COC(=O)c1ccc(OC)c2c1nc(C1CCCC1)n2C. As a reaction SMILES: [C:1]([c:2]1[cH:3][cH:4][cH:5][cH:6][cH:7]1)(=[O:8])[O:9][CH2:10][c:11]1[c:12]([CH2:44][O:45][C:46]([c:47]2[cH:48][cH:49][cH:50][cH:51][cH:52]2)=[O:53])[cH:13][cH:14][c:15]([CH2:17][N:18]([c:19]2[cH:20][c:21](-[c:26]3[c:27]([CH3:36])[cH:28][c:29]([C:32]([CH2:33][CH3:34])=[O:35])[cH:30][cH:31]3)[c:22]([CH3:25])[cH:23][cH:24]2)[C:37]([O:38][C:39]([CH3:40])([CH3:41])[CH3:42])=[O:43])[cH:16]1.[Cl:61][CH2:62][Cl:63].[OH:54][C:55]([C:56]([F:57])([F:58])[F:59])=[O:60]>>[C:1]([c:2]1[cH:3][cH:4][cH:5][cH:6][cH:7]1)(=[O:8])[O:9][CH2:10][c:11]1[c:12]([CH2:44][O:45][C:46]([c:47]2[cH:48][cH:49][cH:50][cH:51][cH:52]2)=[O:53])[cH:13][cH:14][c:15]([CH2:17][NH:18][c:19]2[cH:20][c:21](-[c:26]3[c:27]([CH3:36])[cH:28][c:29]([C:32]([CH2:33][CH3:34])=[O:35])[cH:30][cH:31]3)[c:22]([CH3:25])[cH:23][cH:24]2)[cH:16]1. Yields the product CCC(=O)c1ccc(-c2cc(NCc3ccc(COC(=O)c4ccccc4)c(COC(=O)c4ccccc4)c3)ccc2C)c(C)c1. The reactants are CCC(=O)c1ccc(-c2cc(N(Cc3ccc(COC(=O)c4ccccc4)c(COC(=O)c4ccccc4)c3)C(=O)OC(C)(C)C)ccc2C)c(C)c1, ClCCl, O=C(O)C(F)(F)F.